Dataset: the Open Reaction Database (ORD), a public repository of structured organic reaction records. Task: describe an organic reaction: reactants, conditions, products, and yield Solvent: C(C)(C)OC(C)C.C(C)(=O)OCC (diisopropyl ether ethyl acetate). Product: CS(=O)(=O)O.COC1=CC=C(C=C1)C(CCCN1N=NC=C1)=O (1-(4-methoxy-phenyl)-4-[1,2,3]triazol-1-yl-butan-1-one methanesulfonate). Procedure: 10.6 g (50 mmol) 4-Chloro-1-(4-methoxy-phenyl)-butan-1-one, 20 ml 2-methyl-2-butanol, 5.2 g (75 mmol) 1H-[1,2,3]-triazole, 9.5 g (57 mmol) potassium iodide and 3.0 g (75 mmol) NaOH were stirred at 100° C. for 4 h. After removal of solvents in vacuo, the residue was partitioned between toluene and water. Washing of the toluene phase twice with water, drying over sodium sulphate and evaporation gave an oily residue that was dissolved in 80 ml diisopropyl ether/ethyl acetate (1:2). The solution was... Conditions: time 2 hour. The reactants are ClCCCC(=O)C1=CC=C(C=C1)OC (4-Chloro-1-(4-methoxy-phenyl)-butan-1-one), CC(C)(CC)O (2-methyl-2-butanol), N1N=NC=C1 (1H-[1,2,3]-triazole), [I-].[K+] (potassium iodide), [OH-].[Na+] (NaOH), CS(=O)(=O)O (methanesulfonic acid). RXN SMILES: Cl[CH2:2][CH2:3][CH2:4][C:5]([C:7]1[CH:12]=[CH:11][C:10]([O:13][CH3:14])=[CH:9][CH:8]=1)=[O:6].CC(O)(CC)C.[NH:21]1[CH:25]=[CH:24][N:23]=[N:22]1.[I-].[K+].[OH-].[Na+].[CH3:30][S:31]([OH:34])(=[O:33])=[O:32]>C(OC(C)C)(C)C.C(OCC)(=O)C>[CH3:30][S:31]([OH:34])(=[O:33])=[O:32].[CH3:14][O:13][C:10]1[CH:11]=[CH:12][C:7]([C:5](=[O:6])[CH2:4][CH2:3][CH2:2][N:21]2[CH:25]=[CH:24][N:23]=[N:22]2)=[CH:8][CH:9]=1 |f:3.4,5.6,8.9,10.11|. Solvent: C1CCOC1 (THF). The reactants are C(C1=CC=CC=C1)(C1=CC=CC=C1)(C1=CC=CC=C1)NC1C2(CC3CC(CC1C3)C2)O (N-trityl-1-hydroxytricyclo[3.3.1.13,7 ]decan-2-amine), O1C(=NC2=C1C=CC=C2)C2=CC=C(CBr)C=C2 (4-(benzoxazol-2-yl)benzyl bromide). Conditions: time 5 minute. Procedure: To KH (35%; 0.43 g; 0.0038 mole) in THF (10 ml) under N2 and cooled in ice is added N-trityl-1-hydroxytricyclo[3.3.1.13,7 ]decan-2-amine (1.3 g; 0.0032 mole) and this mixture is stirred in an ice bath for 5 minutes and then at room temperature for an hour. To this mixture is added 4-(benzoxazol-2-yl)benzyl bromide all at once and an immediate yellow suspension develops. The reaction is stirred at room temperature for 4 hours, filtered and the filtrate stripped to dryness to give a solid residue.... Reaction SMILES: [C:1]([NH:20][CH:21]1[CH:28]2[CH2:29][CH:24]3[CH2:25][CH:26]([CH2:30][C:22]1([OH:31])[CH2:23]3)[CH2:27]2)([C:14]1[CH:19]=[CH:18][CH:17]=[CH:16][CH:15]=1)([C:8]1[CH:13]=[CH:12][CH:11]=[CH:10][CH:9]=1)[C:2]1[CH:7]=[CH:6][CH:5]=[CH:4][CH:3]=1.[O:32]1[C:36]2[CH:37]=[CH:38][CH:39]=[CH:40][C:35]=2[N:34]=[C:33]1[C:41]1[CH:48]=[CH:47][C:44]([CH2:45]Br)=[CH:43][CH:42]=1>C1COCC1>[C:1]([NH:20][CH:21]1[CH:28]2[CH2:27][CH:26]3[CH2:25][CH:24]([CH2:23][C:22]1([O:31][CH2:45][C:44]1[CH:47]=[CH:48][C:41]([C:33]4[O:32][C:36]5[CH:37]=[CH:38][CH:39]=[CH:40][C:35]=5[N:34]=4)=[CH:42][CH:43]=1)[CH2:30]3)[CH2:29]2)([C:14]1[CH:19]=[CH:18][CH:17]=[CH:16][CH:15]=1)([C:2]1[CH:7]=[CH:6][CH:5]=[CH:4][CH:3]=1)[C:8]1[CH:13]=[CH:12][CH:11]=[CH:10][CH:9]=1. Product: C(C1=CC=CC=C1)(C1=CC=CC=C1)(C1=CC=CC=C1)NC1C2(CC3CC(CC1C3)C2)OCC2=CC=C(C=C2)C=2OC3=C(N2)C=CC=C3 (N-trityl-1-[4-(benzoxazol-2-yl)benzyloxy]tricyclo[3.3.1.13,7 ]decan-2-amine).